Dataset: the Open Reaction Database (ORD), a public repository of structured organic reaction records. Task: describe an organic reaction: reactants, conditions, products, and yield Reactants: CC(C)(C)OC(=O)CBr, Cc1ccccc1, [Na+], [OH-], O, C=CCO. Yields the product C=CCOCC(=O)OC(C)(C)C. Reaction SMILES: [Br:7][CH2:8][C:9](=[O:10])[O:11][C:12]([CH3:13])([CH3:14])[CH3:15].[CH3:17][c:18]1[cH:19][cH:20][cH:21][cH:22][cH:23]1.[Na+:2].[OH-:1].[OH2:16].[OH:3][CH2:4][CH:5]=[CH2:6]>>[O:3]([CH2:4][CH:5]=[CH2:6])[CH2:8][C:9](=[O:10])[O:11][C:12]([CH3:13])([CH3:14])[CH3:15]. The product is C(C1=CC=CC=C1)OC=1C(=NC(=NC1O)CC1=C(C=C(C=C1)Cl)Br)C(=O)O (5-benzyloxy-2-(2-bromo-4-chlorobenzyl)-6-hydroxypyrimidine-4-carboxylic acid). The reactants are C(C)(C)(C)OC(=O)C1=NC(=NC(=C1OCC1=CC=CC=C1)O)CC1=C(C=C(C=C1)Cl)Br (5-benzyloxy-2-(2-bromo-4-chlorobenzyl)-6-hydroxypyrimidine-4-carboxylic acid tert-butyl ester), O[Li].O (LiOH.H2O), C(C)(=O)OCC (ethyl acetate). Run in CCCCCC (hexane), O1CCCC1.O (tetrahydrofuran water). RXN SMILES: C([O:5][C:6]([C:8]1[C:13]([O:14][CH2:15][C:16]2[CH:21]=[CH:20][CH:19]=[CH:18][CH:17]=2)=[C:12]([OH:22])[N:11]=[C:10]([CH2:23][C:24]2[CH:29]=[CH:28][C:27]([Cl:30])=[CH:26][C:25]=2[Br:31])[N:9]=1)=[O:7])(C)(C)C.O[Li].O.C(OCC)(=O)C>O1CCCC1.O.CCCCCC>[CH2:15]([O:14][C:13]1[C:8]([C:6]([OH:7])=[O:5])=[N:9][C:10]([CH2:23][C:24]2[CH:29]=[CH:28][C:27]([Cl:30])=[CH:26][C:25]=2[Br:31])=[N:11][C:12]=1[OH:22])[C:16]1[CH:21]=[CH:20][CH:19]=[CH:18][CH:17]=1 |f:1.2,4.5|. Reported procedure: To a stirred solution of 5-benzyloxy-2-(2-bromo-4-chlorobenzyl)-6-hydroxypyrimidine-4-carboxylic acid tert-butyl ester (376) (14 g, 27.723 mmol) in tetrahydrofuran-water (15:7, 220 mL) was added LiOH.H2O (11.644 g, 277.228 mmol). The reaction mixture was refluxed for 16 h while silica thin layer chromatography was performed (50% ethyl acetate in hexane; Rf=0.1). After completion of the reaction, all volatiles were removed and the residue was diluted with water (50 mL) and neutralized to pH 7 wit... Isolated yield 94.7%. Starting materials: O (water), ClCC1=NN(C(C=2N(C=3C=CC(=CC3C21)C)C)=O)C2=CC=CC=C2 (1-(chloromethyl)-5,8-dimethyl-3-phenyl-3,5-dihydro-4H-pyridazino[4,5-b]indol-4-one), [C-]#N.[Na+] (sodium cyanide), [I-].[Na+] (sodium iodide). Run in CN(C=O)C (dimethylformamide). The product is CN1C2=C(C=3C=C(C=CC13)C)C(=NN(C2=O)C2=CC=CC=C2)CC#N (5,8-Dimethyl-4-oxo-3-phenyl-3,5-dihydro-4H-pyridazino[4,5-b]indole-1-acetonitrile). Yield: 61.5%. Reaction SMILES: Cl[CH2:2][C:3]1[C:15]2[C:14]3[CH:13]=[C:12]([CH3:16])[CH:11]=[CH:10][C:9]=3[N:8]([CH3:17])[C:7]=2[C:6](=[O:18])[N:5]([C:19]2[CH:24]=[CH:23][CH:22]=[CH:21][CH:20]=2)[N:4]=1.[C-:25]#[N:26].[Na+].[I-].[Na+].O>CN(C)C=O>[CH3:17][N:8]1[C:9]2[CH:10]=[CH:11][C:12]([CH3:16])=[CH:13][C:14]=2[C:15]2[C:3]([CH2:2][C:25]#[N:26])=[N:4][N:5]([C:19]3[CH:24]=[CH:23][CH:22]=[CH:21][CH:20]=3)[C:6](=[O:18])[C:7]1=2 |f:1.2,3.4|. Reported procedure: A solution of 5 g (14.8 mmol) of 1-(chloromethyl)-5,8-dimethyl-3-phenyl-3,5-dihydro-4H-pyridazino[4,5-b]indol-4-one, of 2.7 g (55 mmol) of sodium cyanide and of 0.5 g (3 mmol) of sodium iodide in a mixture of 50 ml of dimethylformamide and of 30 ml of water is stirred for 2 h at 50° C. The mixture is left standing at room temperature and the precipitate is collected by filtration. It is washed with water and with pentane and is dried under reduced pressure. 3 g (9.1 mmol) of product are obtained... The reactants are N=1NN=NC1C=1C=C(C=C(C1)C(F)(F)F)NC(CC1=C(C=C(C=C1)C=1C=NC(=C(C1)OCC)OCC1=CC=C(C=C1)OC)F)=O (N-(3-(2H-tetrazol-5-yl)-5-(trifluoromethyl)phenyl)-2-(4-(5-ethoxy-6-((4-methoxybenzyl)oxy)pyridin-3-yl)-2-fluorophenyl)acetamide), C(=O)(C(F)(F)F)O (TFA). Run in C(Cl)Cl (DCM). Reaction conditions: temperature 20 celsius, time 1 hour. Product: N=1NN=NC1C=1C=C(C=C(C1)C(F)(F)F)NC(CC1=C(C=C(C=C1)C1=CNC(C(=C1)OCC)=O)F)=O (N-(3-(2H-tetrazol-5-yl)-5-(trifluoromethyl)phenyl)-2-(4-(5-ethoxy-6-oxo-1,6-dihydropyridin-3-yl)-2-fluorophenyl)acetamide). Isolated yield 20.9%. As a reaction SMILES: [N:1]1[NH:2][N:3]=[N:4][C:5]=1[C:6]1[CH:7]=[C:8]([NH:16][C:17](=[O:45])[CH2:18][C:19]2[CH:24]=[CH:23][C:22]([C:25]3[CH:26]=[N:27][C:28]([O:34]CC4C=CC(OC)=CC=4)=[C:29]([O:31][CH2:32][CH3:33])[CH:30]=3)=[CH:21][C:20]=2[F:44])[CH:9]=[C:10]([C:12]([F:15])([F:14])[F:13])[CH:11]=1.C(O)(C(F)(F)F)=O>C(Cl)Cl>[N:4]1[NH:3][N:2]=[N:1][C:5]=1[C:6]1[CH:7]=[C:8]([NH:16][C:17](=[O:45])[CH2:18][C:19]2[CH:24]=[CH:23][C:22]([C:25]3[CH:30]=[C:29]([O:31][CH2:32][CH3:33])[C:28](=[O:34])[NH:27][CH:26]=3)=[CH:21][C:20]=2[F:44])[CH:9]=[C:10]([C:12]([F:14])([F:13])[F:15])[CH:11]=1. Procedure: To a mixture of N-(3-(2H-tetrazol-5-yl)-5-(trifluoromethyl)phenyl)-2-(4-(5-ethoxy-6-((4-methoxybenzyl)oxy)pyridin-3-yl)-2-fluorophenyl)acetamide (30 mg, 0.048 mmol) in DCM (5 mL) was added TFA (7.42 μL, 0.096 mmol). The mixture was stirred at 20° C. for 1 h. LCMS showed the reaction was finished. The mixture was concentrated to give crude product, which was purified by preparative HPLC (Column: ASB C18 150*25 mm; Mobile phase A: Water+0.1% HCl; Mobile phaseB: MeCN; Flowrate: 25 mLl/min; Gradient... Reactants: CCO, Cl, CCCn1c(=O)c2c(nc(-c3cnn(CC4CCN(c5cccc(C(F)(F)F)c5)C4=O)c3)n2COCC[Si](C)(C)C)n(CCC)c1=O. Yields the product CCCn1c(=O)c2[nH]c(-c3cnn(CC4CCN(c5cccc(C(F)(F)F)c5)C4=O)c3)nc2n(CCC)c1=O. Reaction SMILES: [CH3:49][CH2:50][OH:51].[ClH:48].[O:1]=[C:2]1[N:3]([c:38]2[cH:39][c:40]([C:44]([F:45])([F:46])[F:47])[cH:41][cH:42][cH:43]2)[CH2:4][CH2:5][CH:6]1[CH2:7][n:8]1[n:9][cH:10][c:11](-[c:13]2[n:14][c:15]3[n:16]([CH2:35][CH2:36][CH3:37])[c:17](=[O:34])[n:18]([CH2:31][CH2:32][CH3:33])[c:19](=[O:30])[c:20]3[n:21]2[CH2:22][O:23][CH2:24][CH2:25][Si:26]([CH3:27])([CH3:28])[CH3:29])[cH:12]1>>[O:1]=[C:2]1[N:3]([c:38]2[cH:39][c:40]([C:44]([F:45])([F:46])[F:47])[cH:41][cH:42][cH:43]2)[CH2:4][CH2:5][CH:6]1[CH2:7][n:8]1[n:9][cH:10][c:11](-[c:13]2[n:14][c:15]3[n:16]([CH2:35][CH2:36][CH3:37])[c:17](=[O:34])[n:18]([CH2:31][CH2:32][CH3:33])[c:19](=[O:30])[c:20]3[nH:21]2)[cH:12]1.